From a dataset of the Open Reaction Database (ORD), a public repository of structured organic reaction records. describe an organic reaction: reactants, conditions, products, and yield Starting materials: CO, O=C(CCl)OCc1ccccc1, N#Cc1c(-c2ccccc2)nc(N)[nH]c1=S. Product: N#Cc1c(SCC(=O)OCc2ccccc2)nc(N)nc1-c1ccccc1. Reaction SMILES: [CH3:29][OH:30].[Cl:17][CH2:18][C:19](=[O:20])[O:21][CH2:22][c:23]1[cH:24][cH:25][cH:26][cH:27][cH:28]1.[NH2:1][c:2]1[nH:3][c:4](=[S:16])[c:5]([C:14]#[N:15])[c:6](-[c:8]2[cH:9][cH:10][cH:11][cH:12][cH:13]2)[n:7]1>>[NH2:1][c:2]1[n:3][c:4]([S:16][CH2:18][C:19](=[O:20])[O:21][CH2:22][c:23]2[cH:24][cH:25][cH:26][cH:27][cH:28]2)[c:5]([C:14]#[N:15])[c:6](-[c:8]2[cH:9][cH:10][cH:11][cH:12][cH:13]2)[n:7]1. Starting materials: C(C)C1=C(C=C(C=C1OC)C\1CN(CC/C1=C\C(=O)OC)C)OC (methyl (E)-[3-(4-ethyl-3,5-dimethoxy-phenyl)-1-methyl-piperidin-4-ylidene]acetate), [H][H] (hydrogen), CO (methanol). Reagents/catalysts: [Pd] (Pd on charcoal). The product is C(C)(=O)OCC.CO.[NH4+].[OH-] (ethyl acetate methanol NH4OH), C(C)C1=C(C=C(C=C1OC)[C@@H]1CN(CC[C@@H]1CC(=O)OC)C)OC (methyl cis-[3-(4-ethyl-3,5-dimethoxy-phenyl)-1-methyl-piperidin-4-yl]-acetate), C(C)C1=C(C=C(C=C1OC)[C@@H]1CN(CC[C@H]1CC(=O)OC)C)OC (methyl trans-[3-(4-ethyl-3,5-dimethoxy-phenyl)-1-methyl-piperidin-4-yl]-acetate). The yield is 21.0%. As a reaction SMILES: [CH2:1]([C:3]1[C:8]([O:9][CH3:10])=[CH:7][C:6]([CH:11]2[CH2:12][N:13]([CH3:22])[CH2:14][CH2:15]/[C:16]/2=[CH:17]\[C:18]([O:20][CH3:21])=[O:19])=[CH:5][C:4]=1[O:23][CH3:24])[CH3:2].[H][H].[CH3:27][OH:28]>[Pd]>[C:18]([O:20][CH2:21][CH3:27])(=[O:19])[CH3:17].[CH3:8][OH:9].[NH4+:13].[OH-:28].[CH2:1]([C:3]1[C:8]([O:9][CH3:10])=[CH:7][C:6]([C@H:11]2[C@@H:16]([CH2:17][C:18]([O:20][CH3:21])=[O:19])[CH2:15][CH2:14][N:13]([CH3:22])[CH2:12]2)=[CH:5][C:4]=1[O:23][CH3:24])[CH3:2].[CH2:1]([C:3]1[C:8]([O:9][CH3:10])=[CH:7][C:6]([C@H:11]2[C@H:16]([CH2:17][C:18]([O:20][CH3:21])=[O:19])[CH2:15][CH2:14][N:13]([CH3:22])[CH2:12]2)=[CH:5][C:4]=1[O:23][CH3:24])[CH3:2] |f:4.5.6.7|. Procedure: g 2) A solution of 11.7 g (35.3 mmol) of methyl (E)-[3-(4-ethyl-3,5-dimethoxy-phenyl)-1-methyl-piperidin-4-ylidene]acetate in 100 ml of methanol was treated with 500 mg of Pd on charcoal and hydrogenated with hydrogen at room temperature for 12 hours. The catalyst was filtered off and the filtrate was evaporated. Chromatography (silica gel, ethyl acetate/methanol/NH4OH 200:10:1) yielded 9.14 g (77%) of methyl cis-[3-(4-ethyl-3,5-dimethoxy-phenyl)-1-methyl-piperidin-4-yl]-acetate as a colorless o... The reactants are O=C(c1ncc[nH]1)c1ncc[nH]1, CNCC(O)c1cnccn1, ClCCl. Yields the product CN1CC(c2cnccn2)OC1=O. As a reaction SMILES: [C:1](=[O:2])([c:3]1[nH:4][cH:5][cH:6][n:7]1)[c:8]1[nH:9][cH:10][cH:11][n:12]1.[CH3:13][NH:14][CH2:15][CH:16]([OH:17])[c:18]1[n:19][cH:20][cH:21][n:22][cH:23]1.[Cl:24][CH2:25][Cl:26]>>[C:1]1(=[O:2])[N:14]([CH3:13])[CH2:15][CH:16]([c:18]2[n:19][cH:20][cH:21][n:22][cH:23]2)[O:17]1. The reactants are C(C)C=1C(NC(NC1C(C1=CC(=CC(=C1)C)C)=O)=O)=O (5-Ethyl-6-(3,5-dimethylbenzoyl)-2,4-pyrimidinedione), FC1=C(CBr)C=C(C=C1)F (2,5-difluorobenzyl bromide). Product: FC1=C(CN2C(NC(C(=C2C(C2=CC(=CC(=C2)C)C)=O)CC)=O)=O)C=C(C=C1)F (1-(2,5-Difluorobenzyl)-5-ethyl-6-(3,5-dimethylbenzoyl)-2,4-pyrimidinedione). Yield: 53.7%. As a reaction SMILES: [CH2:1]([C:3]1[C:4](=[O:20])[NH:5][C:6](=[O:19])[NH:7][C:8]=1[C:9](=[O:18])[C:10]1[CH:15]=[C:14]([CH3:16])[CH:13]=[C:12]([CH3:17])[CH:11]=1)[CH3:2].[F:21][C:22]1[CH:29]=[CH:28][C:27]([F:30])=[CH:26][C:23]=1[CH2:24]Br>>[F:21][C:22]1[CH:29]=[CH:28][C:27]([F:30])=[CH:26][C:23]=1[CH2:24][N:7]1[C:8]([C:9](=[O:18])[C:10]2[CH:11]=[C:12]([CH3:17])[CH:13]=[C:14]([CH3:16])[CH:15]=2)=[C:3]([CH2:1][CH3:2])[C:4](=[O:20])[NH:5][C:6]1=[O:19]. Procedure: 5-Ethyl-6-(3,5-dimethylbenzoyl)-2,4-pyrimidinedione and 2,5-difluorobenzyl bromide were reacted by the same way with the example 1 to obtain the titled compound (214 mg, yield: 53.7%). Starting materials: C(CCCCCCCCCCCCCCCCCCCCC)(=O)O (Behenic acid), NCCNCCNCCN (triethylenetetramine), O (water), C(CCCCCCCCCCCCCCCCCCCCC)(=O)N.NCCNCCNCCN (triethylenetetramine monobehenamide), FC=1C(=C(C(=C(C1F)F)F)S(=O)(=O)Cl)OC(=C(C(C(C(C(C(C(C(C(F)(F)F)(F)F)(F)F)(F)F)(F)F)(F)F)(F)F)(F)F)F)F (perfluorodecenyloxybenzenesulfonyl chloride), C([O-])([O-])=O.[Na+].[Na+] (sodium carbonate). Run in ClC(=C(Cl)Cl)Cl (perchloroethylene). Reaction conditions: time 1 hour. Product: FC=1C(=C(C(=C(C1F)F)F)S(=O)(=O)N)OC(=C(C(C(C(C(C(C(C(C(F)(F)F)(F)F)(F)F)(F)F)(F)F)(F)F)(F)F)(F)F)F)F (perfluorodecenyloxybenzenesulfonamide), triethylene tetramine monobehenamide. As a reaction SMILES: C(O)(=O)CCCCCCCCCCCCCCCCCCCCC.[NH2:25]CCNCCNCCN.O.C(N)(=O)CCCCCCCCCCCCCCCCCCCCC.NCCNCCNCCN.[F:70][C:71]1[C:72]([O:84][C:85]([F:113])=[C:86]([F:112])[C:87]([F:111])([F:110])[C:88]([F:109])([F:108])[C:89]([F:107])([F:106])[C:90]([F:105])([F:104])[C:91]([F:103])([F:102])[C:92]([F:101])([F:100])[C:93]([F:99])([F:98])[C:94]([F:97])([F:96])[F:95])=[C:73]([S:80](Cl)(=[O:82])=[O:81])[C:74]([F:79])=[C:75]([F:78])[C:76]=1[F:77].C(=O)([O-])[O-].[Na+].[Na+]>ClC(Cl)=C(Cl)Cl>[F:70][C:71]1[C:72]([O:84][C:85]([F:113])=[C:86]([F:112])[C:87]([F:111])([F:110])[C:88]([F:109])([F:108])[C:89]([F:107])([F:106])[C:90]([F:105])([F:104])[C:91]([F:103])([F:102])[C:92]([F:101])([F:100])[C:93]([F:99])([F:98])[C:94]([F:97])([F:96])[F:95])=[C:73]([S:80]([NH2:25])(=[O:82])=[O:81])[C:74]([F:79])=[C:75]([F:78])[C:76]=1[F:77] |f:3.4,6.7.8|. Reported procedure: Behenic acid (98.4 g., 0.3 mol) and triethylenetetramine (43.8 g, 0.3 mol) was reacted at 158°-161° C. until 0.3 mol of water had been evolved (25 minutes) 47.4 g (0.1 mole) of the resulting triethylenetetramine monobehenamide was dissolved in 50 ml. of perchloroethylene. To the resulting solution was added a mixture of 80.0 g (0.12 mol) of perfluorodecenyloxybenzenesulfonyl chloride and 7.0 g of sodium carbonate over a 20 minute period, while holding the temperature at 95°-120° C. After one hou... Starting materials: CCc1oc(-c2ccc(C(F)(F)F)cc2)cc1C(O)CCO[Si](C)(C)C(C)(C)C, CI, COCCOC, [H-], [Na+], O. Yields the product CCc1oc(-c2ccc(C(F)(F)F)cc2)cc1C(CCO[Si](C)(C)C(C)(C)C)OC. RXN SMILES: [C:1]([CH3:2])([CH3:3])([CH3:4])[Si:5]([O:6][CH2:7][CH2:8][CH:9]([OH:10])[c:11]1[c:12]([CH2:26][CH3:27])[o:13][c:14](-[c:16]2[cH:17][cH:18][c:19]([C:22]([F:23])([F:24])[F:25])[cH:20][cH:21]2)[cH:15]1)([CH3:28])[CH3:29].[CH3:32][I:33].[CH3:35][O:36][CH2:37][CH2:38][O:39][CH3:40].[H-:30].[Na+:31].[OH2:34]>>[C:1]([CH3:2])([CH3:3])([CH3:4])[Si:5]([O:6][CH2:7][CH2:8][CH:9]([O:10][CH3:32])[c:11]1[c:12]([CH2:26][CH3:27])[o:13][c:14](-[c:16]2[cH:17][cH:18][c:19]([C:22]([F:23])([F:24])[F:25])[cH:20][cH:21]2)[cH:15]1)([CH3:28])[CH3:29]. Reactants: C1=CC=CC=2C3=CC=CC=C3N(C12)C1CC(N(C2=CC=CC=C12)C(C1=CC(=C(C=C1)OC)OC)=O)CCCCCO (5-[4-(9H-9-Carbazolyl)-1-(3,4-dimethoxybenzoyl)-1,2,3,4-tetrahydro-2-quinolinyl]-1-pentanol), FC(C=1C=C(C=CC1)C1CCNCC1)(F)F (4-[3-(trifluoromethyl)phenyl]piperidine). The product is COC=1C=C(C(=O)N2C(CC(C3=CC=CC=C23)N2C3=CC=CC=C3C=3C=CC=CC23)CCCCCN2CCC(CC2)C2=CC(=CC=C2)C(F)(F)F)C=CC1OC (9-[1-(3,4-Dimethoxybenzoyl)-2-[5-[4-[3-(trifluoromethyl)phenyl]-1-piperidinyl]pentyl]-1,2,3,4-tetrahydro-4-quinolinyl]-9H-carbazole). Yield: 53.5%. RXN SMILES: [CH:1]1[C:13]2[N:12]([CH:14]3[C:23]4[C:18](=[CH:19][CH:20]=[CH:21][CH:22]=4)[N:17]([C:24](=[O:35])[C:25]4[CH:30]=[CH:29][C:28]([O:31][CH3:32])=[C:27]([O:33][CH3:34])[CH:26]=4)[CH:16]([CH2:36][CH2:37][CH2:38][CH2:39][CH2:40]O)[CH2:15]3)[C:11]3[C:6](=[CH:7][CH:8]=[CH:9][CH:10]=3)[C:5]=2[CH:4]=[CH:3][CH:2]=1.[F:42][C:43]([F:57])([F:56])[C:44]1[CH:45]=[C:46]([CH:50]2[CH2:55][CH2:54][NH:53][CH2:52][CH2:51]2)[CH:47]=[CH:48][CH:49]=1>>[CH3:34][O:33][C:27]1[CH:26]=[C:25]([CH:30]=[CH:29][C:28]=1[O:31][CH3:32])[C:24]([N:17]1[C:18]2[C:23](=[CH:22][CH:21]=[CH:20][CH:19]=2)[CH:14]([N:12]2[C:13]3[CH:1]=[CH:2][CH:3]=[CH:4][C:5]=3[C:6]3[C:11]2=[CH:10][CH:9]=[CH:8][CH:7]=3)[CH2:15][CH:16]1[CH2:36][CH2:37][CH2:38][CH2:39][CH2:40][N:53]1[CH2:52][CH2:51][CH:50]([C:46]2[CH:47]=[CH:48][CH:49]=[C:44]([C:43]([F:42])([F:56])[F:57])[CH:45]=2)[CH2:55][CH2:54]1)=[O:35]. Procedure: Starting with 5-[4-(9H-9-carbazolyl)-1-(3,4-dimethoxybenzoyl)-1,2,3,4-tetrahydro-2-quinolinyl]-1-pentanol (0.19 g, 0.32 mmol) prepared in Example 135 and 4-[3-(trifluoromethyl)phenyl]piperidine (0.23 g, 1 mmol), the same procedure as shown in Example 136 was repeated to give the titled compound (0.13 g, yield: 53%) as a white crystal (cis:trans=3:1). The reactants are [Li]CCCC, O=C1CCN(Cc2ccccc2)CC1, COc1cc(Br)ccc1C(OC)OC, CCCCCC, CCOCC, O. The product is COc1cc(C2(O)CCN(Cc3ccccc3)CC2)ccc1C(OC)OC. RXN SMILES: [CH2:15]([Li:16])[CH2:17][CH2:18][CH3:19].[CH2:20]([c:21]1[cH:22][cH:23][cH:24][cH:25][cH:26]1)[N:27]1[CH2:28][CH2:29][C:30](=[O:33])[CH2:31][CH2:32]1.[CH3:1][O:2][CH:3]([c:4]1[c:5]([O:11][CH3:12])[cH:6][c:7]([Br:10])[cH:8][cH:9]1)[O:13][CH3:14].[CH3:35][CH2:36][CH2:37][CH2:38][CH2:39][CH3:40].[CH3:41][CH2:42][O:43][CH2:44][CH3:45].[OH2:34]>>[CH3:1][O:2][CH:3]([c:4]1[c:5]([O:11][CH3:12])[cH:6][c:7]([C:30]2([OH:33])[CH2:29][CH2:28][N:27]([CH2:20][c:21]3[cH:22][cH:23][cH:24][cH:25][cH:26]3)[CH2:32][CH2:31]2)[cH:8][cH:9]1)[O:13][CH3:14]. Starting materials: CC(C)O, Clc1ccnc2ccccc12, Nn1cccc1, [Na+], [Na+], O=C([O-])[O-], O. Yields the product Cl, c1ccc2c(Nn3cccc3)ccnc2c1. As a reaction SMILES: [CH:25]([OH:26])([CH3:27])[CH3:28].[Cl:1][c:2]1[cH:3][cH:4][n:5][c:6]2[cH:7][cH:8][cH:9][cH:10][c:11]12.[NH2:12][n:13]1[cH:14][cH:15][cH:16][cH:17]1.[Na+:19].[Na+:20].[O-:21][C:22](=[O:23])[O-:24].[OH2:18]>>[ClH:1].[c:2]1([NH:12][n:13]2[cH:14][cH:15][cH:16][cH:17]2)[cH:3][cH:4][n:5][c:6]2[cH:7][cH:8][cH:9][cH:10][c:11]12.